From a dataset of the Open Reaction Database (ORD), a public repository of structured organic reaction records. describe an organic reaction: reactants, conditions, products, and yield Starting materials: C(C1=CC=CC=C1)N1[C@@H]([C@H](OCC1=O)C)C(=O)O ((2R,3S)-4-benzyl-2-methyl-5-oxomorpholine-3-carboxylic acid), BrCC1=CC=CC=C1 ((bromomethyl)benzene), C([O-])([O-])=O.[K+].[K+] (potassium carbonate). The solvent is C(C)#N (acetonitrile). Reaction conditions: temperature 65 celsius, time 6 hour. Yields the product C(C1=CC=CC=C1)N1[C@@H]([C@H](OCC1=O)C)C(=O)OCC1=CC=CC=C1 ((2R,3S)-benzyl 4-benzyl-2-methyl-5-oxomorpholine-3-carboxylate). Isolated yield 85.3%. RXN SMILES: [CH2:1]([N:8]1[C:13](=[O:14])[CH2:12][O:11][C@H:10]([CH3:15])[C@H:9]1[C:16]([OH:18])=[O:17])[C:2]1[CH:7]=[CH:6][CH:5]=[CH:4][CH:3]=1.Br[CH2:20][C:21]1[CH:26]=[CH:25][CH:24]=[CH:23][CH:22]=1.C(=O)([O-])[O-].[K+].[K+]>C(#N)C>[CH2:1]([N:8]1[C:13](=[O:14])[CH2:12][O:11][C@H:10]([CH3:15])[C@H:9]1[C:16]([O:18][CH2:20][C:21]1[CH:26]=[CH:25][CH:24]=[CH:23][CH:22]=1)=[O:17])[C:2]1[CH:7]=[CH:6][CH:5]=[CH:4][CH:3]=1 |f:2.3.4|. Procedure: A mixture of (2R,3S)-4-benzyl-2-methyl-5-oxomorpholine-3-carboxylic acid (1.07 g, 4.25 mmol) (The compound was synthesized according to the procedure as described in Helvetica Chimica Acta, 87, 2004), (bromomethyl)benzene (0.87 g, 5.1 mmol) and potassium carbonate (1.16 g, 8.5 mmol) in acetonitrile (20 mL) was stirred at 65° C. for 6 hours. The reaction mixture was filtered and the filtrate was concentrated in vacuo. The residue was purified by a silica gel column chromatography (PETROLEUM ETHER... Starting materials: [Cr](=O)(=O)([O-])Cl.[NH+]1=CC=CC=C1 (Pyridinium chlorochromate), OC(CCCN(C(C)=O)C(C)C)C1=CC=CC=C1 (N-(4-hydroxy-4-phenyl-butyl)-N-isopropyl-acetamide). Run in C(Cl)Cl (methylene chloride). Run at time 2 hour. The product is C(C)(C)N(C(C)=O)CCCC(C1=CC=CC=C1)=O (N-isopropyl-N-(4-oxo-4-phenyl-butyl)-acetamide). The yield is 79.9%. RXN SMILES: [Cr](Cl)([O-])(=O)=O.[NH+]1C=CC=CC=1.[OH:12][CH:13]([C:24]1[CH:29]=[CH:28][CH:27]=[CH:26][CH:25]=1)[CH2:14][CH2:15][CH2:16][N:17]([CH:21]([CH3:23])[CH3:22])[C:18](=[O:20])[CH3:19]>C(Cl)Cl>[CH:21]([N:17]([CH2:16][CH2:15][CH2:14][C:13](=[O:12])[C:24]1[CH:25]=[CH:26][CH:27]=[CH:28][CH:29]=1)[C:18](=[O:20])[CH3:19])([CH3:23])[CH3:22] |f:0.1|. Reported procedure: Pyridinium chlorochromate (20.35 g, 94.2 mmol) was added to a solution of N-(4-hydroxy-4-phenyl-butyl)-N-isopropyl-acetamide (15.69 g, 62.9 mmol), prepared in the previous step, in 350 ml of methylene chloride and the mixture stirred at room temperature for 2 hours. The entire reaction mixture was poured onto 750 g of silica gel (230-400 mesh) and the material eluted with 50% ethyl acetate-methylene chloride and then ethyl acetate. Isolation of the major fraction gave N-isopropyl-N-(4-oxo-4-phen... Starting materials: C1(C=2C(C(N1CCN1C(N([C@H]3C[C@@H]([C@@H](CO)O3)N=[N+]=[N-])C=C(C1=O)C)=O)=O)=CC=CC2)=O (3-(2-phthalimidoethyl)-3'-azido-3 '-deoxythymidine), O.NN (hydrazine hydrate). Run in CCO (EtOH). The product is NCCN1C(N([C@H]2C[C@@H]([C@@H](CO)O2)N=[N+]=[N-])C=C(C1=O)C)=O (3-(2-aminoethyl)-3'-azido-3'-deoxythymidine). RXN SMILES: C1(=O)[N:5]([CH2:6][CH2:7][N:8]2[C:23](=[O:24])[C:22]([CH3:25])=[CH:21][N:10]([C@@H:11]3[O:17][C@H:14]([CH2:15][OH:16])[C@@H:13]([N:18]=[N+:19]=[N-:20])[CH2:12]3)[C:9]2=[O:26])C(=O)C2=CC=CC=C12.O.NN>CCO>[NH2:5][CH2:6][CH2:7][N:8]1[C:23](=[O:24])[C:22]([CH3:25])=[CH:21][N:10]([C@@H:11]2[O:17][C@H:14]([CH2:15][OH:16])[C@@H:13]([N:18]=[N+:19]=[N-:20])[CH2:12]2)[C:9]1=[O:26] |f:1.2|. Procedure details: A solution of 100 mg 3-PHT-E-AZT (Example 25) in 1 ml absolute EtOH was treated with 25 ul hydrazine hydrate, incubated overnight at room temperature and chromatographed by preparative TLC on silica gel-F 1000 um using the solvent system CHCl3 /MeOH/15M NH4OH (90+10+1). The UV positive band at Rf =0.25 was eluted with MeOH. Analytical TLC of the methanol extract in the same solvent system with silica gel-F 250 um showed the product to be homogeneous and ninhydrin positive. In this system a hydra... As a reaction SMILES: [CH2:1]([CH:3]([CH2:7][CH2:8][CH2:9][CH3:10])[C:4](Cl)=[O:5])[CH3:2].[NH2:11][C:12]1[CH:13]=[C:14]2[C:18](=[CH:19][CH:20]=1)[NH:17][CH:16]=[C:15]2[CH2:21][C:22]1[CH:31]=[CH:30][C:25]([C:26]([O:28][CH3:29])=[O:27])=[CH:24][C:23]=1[O:32][CH3:33]>>[CH2:1]([CH:3]([CH2:7][CH2:8][CH2:9][CH3:10])[C:4]([NH:11][C:12]1[CH:13]=[C:14]2[C:18](=[CH:19][CH:20]=1)[NH:17][CH:16]=[C:15]2[CH2:21][C:22]1[CH:31]=[CH:30][C:25]([C:26]([O:28][CH3:29])=[O:27])=[CH:24][C:23]=1[O:32][CH3:33])=[O:5])[CH3:2]. Starting materials: C(C)C(C(=O)Cl)CCCC (2-ethylhexanoyl chloride), NC=1C=C2C(=CNC2=CC1)CC1=C(C=C(C(=O)OC)C=C1)OC (methyl 4-(5-aminoindol-3-ylmethyl)-3-methoxybenzoate). Yield: 76.0%. The product is C(C)C(C(=O)NC=1C=C2C(=CNC2=CC1)CC1=C(C=C(C(=O)OC)C=C1)OC)CCCC (Methyl 4-[5-(2-ethylhexanamido)indol-3-ylmethyl]-3-methoxybenzoate). Procedure: Using a similar procedure to that described in Example 1, but starting from 2-ethylhexanoyl chloride and (A), there was obtained the title compound in 76% yield; partial NMR: 0.84(m,6H, 2×CH3), 1.24[m,6H, (CH2)3 ], 2.24(m,1H, CHCON), 10.78(d,1H, NH). Reactants: NC=1SC2=C(N1)C(=CC=C2)OC (2-amino-4-methoxybenzothiazole), [Br-].[K+] (potassium bromide), N(=O)[O-].[Na+] (sodium nitrite). Solvent: S(O)(O)(=O)=O (sulphuric acid). Reaction conditions: time 2 hour. Yields the product BrC=1SC2=C(N1)C(=CC=C2)OC (2-Bromo-4-methoxybenzothiazole). Yield: 78.8%. As a reaction SMILES: N[C:2]1[S:3][C:4]2[CH:10]=[CH:9][CH:8]=[C:7]([O:11][CH3:12])[C:5]=2[N:6]=1.[Br-:13].[K+].N([O-])=O.[Na+]>S(=O)(=O)(O)O>[Br:13][C:2]1[S:3][C:4]2[CH:10]=[CH:9][CH:8]=[C:7]([O:11][CH3:12])[C:5]=2[N:6]=1 |f:1.2,3.4|. Procedure: To a solution of 2-amino-4-methoxybenzothiazole (1.5 g) and potassium bromide (3.5 g) in sulphuric acid (1.25M, 50 ml) at 0° C. was added sodium nitrite (0.86 g) over a period of 1 hr. The reaction was allowed to warm to room temperature and stirred for 2 hrs, before being extracted with dichloromethane (3×50 ml). The combined organic extracts were dried over magnesium sulphate (5 g), and the solvent removed in vacuo to yield an off white solid. This was purified by flash chromatography (eluent ... Starting materials: COc1ccc(-c2ccc(NC(=O)C=Cc3ccc(CN4CCCC4)cc3)cc2)cc1, CO. Product: COc1ccc(-c2ccc(NC(=O)CCc3ccc(CN4CCCC4)cc3)cc2)cc1. RXN SMILES: [CH3:1][O:2][c:3]1[cH:4][cH:5][c:6](-[c:9]2[cH:10][cH:11][c:12]([NH:15][C:16]([CH:17]=[CH:18][c:19]3[cH:20][cH:21][c:22]([CH2:25][N:26]4[CH2:27][CH2:28][CH2:29][CH2:30]4)[cH:23][cH:24]3)=[O:31])[cH:13][cH:14]2)[cH:7][cH:8]1.[CH3:32][OH:33]>>[CH3:1][O:2][c:3]1[cH:4][cH:5][c:6](-[c:9]2[cH:10][cH:11][c:12]([NH:15][C:16]([CH2:17][CH2:18][c:19]3[cH:20][cH:21][c:22]([CH2:25][N:26]4[CH2:27][CH2:28][CH2:29][CH2:30]4)[cH:23][cH:24]3)=[O:31])[cH:13][cH:14]2)[cH:7][cH:8]1. Reactants: CCO, [Cl-], N, [NH4+], O=C1CSC(=O)N1, O=Cc1csc(NC(=O)Nc2ccccc2)n1. The product is O=C(Nc1ccccc1)Nc1nc(C=C2SC(=O)NC2=O)cs1. Reaction SMILES: [CH3:28][CH2:29][OH:30].[Cl-:25].[NH3:27].[NH4+:26].[S:18]1[C:19](=[O:24])[NH:20][C:21](=[O:23])[CH2:22]1.[c:1]1([NH:7][C:8]([NH:9][c:10]2[s:11][cH:12][c:13]([CH:15]=[O:16])[n:14]2)=[O:17])[cH:2][cH:3][cH:4][cH:5][cH:6]1>>[c:1]1([NH:7][C:8]([NH:9][c:10]2[s:11][cH:12][c:13]([CH:15]=[C:22]3[S:18][C:19](=[O:24])[NH:20][C:21]3=[O:23])[n:14]2)=[O:17])[cH:2][cH:3][cH:4][cH:5][cH:6]1. The reactants are COC=1C(=C(OCCCOC2=C(C3=C(CCC(O3)C(=O)OC)C=C2)CCC)C=CC1C=1N=C(SC1)OC)CCC (Methyl 3,4-dihydro-7-[3-[3-methoxy-4-(2-methoxy-4-thiazolyl)-2-propylphenoxy]propoxy]-8-propyl-2H-1-benzopyran-2-carboxylate), CO.C1CCOC1 (methanol THF), [OH-].[Li+] (lithium hydroxide). Run in C(C)(=O)OCC.O (ethyl acetate water). Conditions: time 2.75 hour. Product: COC=1C(=C(OCCCOC2=C(C3=C(CCC(O3)C(=O)O)C=C2)CCC)C=CC1C=1N=C(SC1)OC)CCC (3,4-Dihydro-7-[3-[3-methoxy-4-(2-methoxy-4-thiazolyl)-2-propylphenoxy]propoxy]-8-propyl-2H-1-benzopyran-2-carboxylic acid). Yield: 97.2%. RXN SMILES: [CH3:1][O:2][C:3]1[C:4]([CH2:38][CH2:39][CH3:40])=[C:5]([CH:28]=[CH:29][C:30]=1[C:31]1[N:32]=[C:33]([O:36][CH3:37])[S:34][CH:35]=1)[O:6][CH2:7][CH2:8][CH2:9][O:10][C:11]1[CH:24]=[CH:23][C:14]2[CH2:15][CH2:16][CH:17]([C:19]([O:21]C)=[O:20])[O:18][C:13]=2[C:12]=1[CH2:25][CH2:26][CH3:27].CO.C1COCC1.[OH-].[Li+]>C(OCC)(=O)C.O>[CH3:1][O:2][C:3]1[C:4]([CH2:38][CH2:39][CH3:40])=[C:5]([CH:28]=[CH:29][C:30]=1[C:31]1[N:32]=[C:33]([O:36][CH3:37])[S:34][CH:35]=1)[O:6][CH2:7][CH2:8][CH2:9][O:10][C:11]1[CH:24]=[CH:23][C:14]2[CH2:15][CH2:16][CH:17]([C:19]([OH:21])=[O:20])[O:18][C:13]=2[C:12]=1[CH2:25][CH2:26][CH3:27] |f:1.2,3.4,5.6|. Reported procedure: The compound of Example 23 (20 mg, 35.1 μmol) was added to 2 mL of 4:1 methanol/THF and 0.08 mL of 1 N lithium hydroxide, and the reaction was allowed to proceed at room temperature for 2.75 hr. The mixture was poured into ethyl acetate/water, and the ethyl acetate layer was washed with brine, dried over sodium sulfate, and concentrated to give the product (19 mg, 34.1 μmol, 97% yield).